This data is from the Open Reaction Database (ORD), a public repository of structured organic reaction records. The task is: describe an organic reaction: reactants, conditions, products, and yield Reactants: [Cl-].[NH4+] (ammonium chloride), O (water), CNC(=S)C1(C(CCCC1)=O)N1C=NC(=C1)[N+](=O)[O-] (N-methyl-1-(4-nitroimidazol-1-yl)-2-oxocyclohexanecarbothioamide), [BH4-].[Na+] (sodium borohydride). The solvent is CO (methanol). The product is OC1C(CCCC1)(C(NC)=S)N1C=NC(=C1)[N+](=O)[O-] (2-Hydroxy-N-methyl-1-(4-nitroimidazol-1-yl)cyclohexanecarbothioamide), crystal. The yield is 50.0%. As a reaction SMILES: [CH3:1][NH:2][C:3]([C:5]1([N:12]2[CH:16]=[C:15]([N+:17]([O-:19])=[O:18])[N:14]=[CH:13]2)[CH2:10][CH2:9][CH2:8][CH2:7][C:6]1=[O:11])=[S:4].[BH4-].[Na+].[Cl-].[NH4+].O>CO>[OH:11][CH:6]1[CH2:7][CH2:8][CH2:9][CH2:10][C:5]1([N:12]1[CH:16]=[C:15]([N+:17]([O-:19])=[O:18])[N:14]=[CH:13]1)[C:3](=[S:4])[NH:2][CH3:1] |f:1.2,3.4|. Procedure: A suspension of 56.89 g (202 mmol) of the N-methyl-1-(4-nitroimidazol-1-yl)-2-oxocyclohexanecarbothioamide prepared in the Example 16 in 640 ml of methanol was cooled with ice. 2.68 g (70.8 mmol) of sodium borohydride was added to the resulting suspension in portions in 3 minutes in such a way that the bulk temperature did not exceed 10° C. The obtained mixture was stirred under cooling with ice for 30 minutes, followed by the addition of a saturated aqueous solution of ammonium chloride and wat... The reactants are Cl.C(C)(=O)OCC (Hydrochloric acid ethyl acetate), CN1CCN(CC1)C(=O)OCC1CC=CCC1C(=O)NCCCCCCCCCCCCCC ({6-[(tetradecylamino)carbonyl]-3-cyclohexenyl}methyl 4-methyltetrahydro-1(2H)-pyrazinecarboxylate). Solvent: C(C)(=O)OCC (ethyl acetate). Conditions: time 30 minute. Product: Cl.CN1CCN(CC1)C(=O)OCC1CC=CCC1C(=O)NCCCCCCCCCCCCCC ({6-[(Tetradecylamino)carbonyl]-3-cyclohexenyl}methyl 4-methyltetrahydro-1(2H)-pyrazinecarboxylate hydrochloride). As a reaction SMILES: [ClH:1].C(OCC)(=O)C.[CH3:8][N:9]1[CH2:14][CH2:13][N:12]([C:15]([O:17][CH2:18][CH:19]2[CH:24]([C:25]([NH:27][CH2:28][CH2:29][CH2:30][CH2:31][CH2:32][CH2:33][CH2:34][CH2:35][CH2:36][CH2:37][CH2:38][CH2:39][CH2:40][CH3:41])=[O:26])[CH2:23][CH:22]=[CH:21][CH2:20]2)=[O:16])[CH2:11][CH2:10]1>C(OCC)(=O)C>[ClH:1].[CH3:8][N:9]1[CH2:10][CH2:11][N:12]([C:15]([O:17][CH2:18][CH:19]2[CH:24]([C:25]([NH:27][CH2:28][CH2:29][CH2:30][CH2:31][CH2:32][CH2:33][CH2:34][CH2:35][CH2:36][CH2:37][CH2:38][CH2:39][CH2:40][CH3:41])=[O:26])[CH2:23][CH:22]=[CH:21][CH2:20]2)=[O:16])[CH2:13][CH2:14]1 |f:0.1,4.5|. Procedure: 4N Hydrochloric acid/ethyl acetate solution (1.58 ml) was added to a solution of {6-[(tetradecylamino)carbonyl]-3-cyclohexenyl}methyl 4-methyltetrahydro-1(2H)-pyrazinecarboxylate (2.500 g) in ethyl acetate (25 ml). After being stirred for 30 minutes at room temperature, the reaction mixture was concentrated. The residue was recrystallized with ethyl acetate-ethanol mixed solution, thereby yielding the entitled compound (2.147 g) as white solid. Reactants: [Cl-].[Na+] (sodium chloride), Br.CC(CNC(COC1=CC=CC=C1)=O)(C)NCC(=O)C1=CC(=C(C=C1)OCC1=CC=CC=C1)OCC1=CC=CC=C1 (2[1,1-dimethyl-2-(2-phenoxyacetamido)ethyl]amino-3',4'-bis(benzyloxy)acetophenone hydrobromide), CO (methanol), [BH4-].[Na+] (sodium borohydride). Solvent: CC(C)O (2-propanol). Conditions: temperature -10 celsius, time 30 minute. Yields the product C(C1=CC=CC=C1)OC=1C=C(C=CC1OCC1=CC=CC=C1)C(CNC(CNC(COC1=CC=CC=C1)=O)(C)C)O (1-[3,4-bis(benzyloxy)phenyl]-2-[1,1-dimethyl-2-(2-phenoxyacetamido)ethylamino]ethanol). RXN SMILES: Br.[CH3:2][C:3]([NH:17][CH2:18][C:19]([C:21]1[CH:26]=[CH:25][C:24]([O:27][CH2:28][C:29]2[CH:34]=[CH:33][CH:32]=[CH:31][CH:30]=2)=[C:23]([O:35][CH2:36][C:37]2[CH:42]=[CH:41][CH:40]=[CH:39][CH:38]=2)[CH:22]=1)=[O:20])([CH3:16])[CH2:4][NH:5][C:6](=[O:15])[CH2:7][O:8][C:9]1[CH:14]=[CH:13][CH:12]=[CH:11][CH:10]=1.[BH4-].[Na+].CO.[Cl-].[Na+]>CC(O)C>[CH2:36]([O:35][C:23]1[CH:22]=[C:21]([CH:19]([OH:20])[CH2:18][NH:17][C:3]([CH3:2])([CH3:16])[CH2:4][NH:5][C:6](=[O:15])[CH2:7][O:8][C:9]2[CH:14]=[CH:13][CH:12]=[CH:11][CH:10]=2)[CH:26]=[CH:25][C:24]=1[O:27][CH2:28][C:29]1[CH:34]=[CH:33][CH:32]=[CH:31][CH:30]=1)[C:37]1[CH:38]=[CH:39][CH:40]=[CH:41][CH:42]=1 |f:0.1,2.3,5.6|. Procedure: A suspension of 2[1,1-dimethyl-2-(2-phenoxyacetamido)ethyl]amino-3',4'-bis(benzyloxy)acetophenone hydrobromide (1.26 g.) in 2-propanol (10 ml.) was cooled to -10° C. and sodium borohydride (0.22 g.) was added in two portions interspersed by a a portion of methanol (10 ml.). The reaction mixture was allowed to warm to 10° C. After 30 minutes at this temperature, a saturated aqueous solution (100 ml.) of sodium chloride was added and the mixture was extracted with ether (3×100 ml.). The combined e... Starting materials: O=C([O-])O, Nc1ncc2cc(-c3c(Cl)cccc3Cl)c(N)nc2n1, NS(=O)(=O)O, CN1CCN(CCCN)CC1, [Na+], O. The product is CN1CCN(CCCNc2ncc3cc(-c4c(Cl)cccc4Cl)c(N)nc3n2)CC1. RXN SMILES: [C:37](=[O:38])([OH:39])[O-:40].[NH2:1][c:2]1[n:3][cH:4][c:5]2[c:6]([n:7]1)[n:8][c:9]([NH2:20])[c:10](-[c:12]1[c:13]([Cl:19])[cH:14][cH:15][cH:16][c:17]1[Cl:18])[cH:11]2.[NH2:21][S:22](=[O:23])(=[O:24])[OH:25].[NH2:26][CH2:27][CH2:28][CH2:29][N:30]1[CH2:31][CH2:32][N:33]([CH3:36])[CH2:34][CH2:35]1.[Na+:41].[OH2:42]>>[NH:1]([c:2]1[n:3][cH:4][c:5]2[c:6]([n:7]1)[n:8][c:9]([NH2:20])[c:10](-[c:12]1[c:13]([Cl:19])[cH:14][cH:15][cH:16][c:17]1[Cl:18])[cH:11]2)[CH2:27][CH2:28][CH2:29][N:30]1[CH2:31][CH2:32][N:33]([CH3:36])[CH2:34][CH2:35]1. Isolated yield 19.4%. Procedure details: To a stirring solution of 4-(4-ethoxy-2-hydroxy-3-methoxyphenyl)-2,3-dihydro-1H-inden-1-one (80 mg, 0.268 mmol) in acetonitrile (7 mL) was added potassium carbonate (110 mg, 0.80 mmol) and 3-bromo-2,2-dimethylpropan-1-ol (133 mg, 0.80 mmol) and the resultant reaction mixture was heated to 80° C. for 16 h. The reaction mixture was cooled to RT, filtered through celite and the filtrate was concentrated under reduced pressure. Purification of the residue by flash column chromatography (silica gel, ... Reactants: C(C)OC1=C(C(=C(C=C1)C1=C2CCC(C2=CC=C1)=O)O)OC (4-(4-ethoxy-2-hydroxy-3-methoxyphenyl)-2,3-dihydro-1H-inden-1-one), C([O-])([O-])=O.[K+].[K+] (potassium carbonate), BrCC(CO)(C)C (3-bromo-2,2-dimethylpropan-1-ol). The solvent is C(C)#N (acetonitrile). The product is C(C)OC1=C(C(=C(C=C1)C1=C2CCC(C2=CC=C1)=O)OCC(CO)(C)C)OC (4-(4-Ethoxy-2-(3-hydroxy-2,2-dimethylpropoxy)-3-methoxyphenyl)-2,3-dihydro-1H-inden-1-one). Conditions: temperature 80 celsius. Reaction SMILES: [CH2:1]([O:3][C:4]1[CH:9]=[CH:8][C:7]([C:10]2[CH:18]=[CH:17][CH:16]=[C:15]3[C:11]=2[CH2:12][CH2:13][C:14]3=[O:19])=[C:6]([OH:20])[C:5]=1[O:21][CH3:22])[CH3:2].C(=O)([O-])[O-].[K+].[K+].Br[CH2:30][C:31]([CH3:35])([CH3:34])[CH2:32][OH:33]>C(#N)C>[CH2:1]([O:3][C:4]1[CH:9]=[CH:8][C:7]([C:10]2[CH:18]=[CH:17][CH:16]=[C:15]3[C:11]=2[CH2:12][CH2:13][C:14]3=[O:19])=[C:6]([O:20][CH2:30][C:31]([CH3:35])([CH3:34])[CH2:32][OH:33])[C:5]=1[O:21][CH3:22])[CH3:2] |f:1.2.3|.